This data is from the Open Reaction Database (ORD), a public repository of structured organic reaction records. The task is: describe an organic reaction: reactants, conditions, products, and yield The reactants are C=CCC(O)CC(O)c1cccc(Br)c1, ClCCl. Yields the product C=CCC(O)CC(=O)c1cccc(Br)c1. Reaction SMILES: [Br:1][c:2]1[cH:3][c:4]([CH:8]([CH2:9][CH:10]([CH2:11][CH:12]=[CH2:13])[OH:14])[OH:15])[cH:5][cH:6][cH:7]1.[Cl:16][CH2:17][Cl:18]>>[Br:1][c:2]1[cH:3][c:4]([C:8]([CH2:9][CH:10]([CH2:11][CH:12]=[CH2:13])[OH:14])=[O:15])[cH:5][cH:6][cH:7]1.